From a dataset of the Open Reaction Database (ORD), a public repository of structured organic reaction records. describe an organic reaction: reactants, conditions, products, and yield The reactants are CC(C)(C)OC(=O)N1C(CN)CC2CC21, O=C(O)c1nccc2ccccc12. Yields the product CC(C)(C)OC(=O)N1C(CNC(=O)c2nccc3ccccc23)CC2CC21. RXN SMILES: [C:1]([CH3:2])([CH3:3])([CH3:4])[O:5][C:6](=[O:7])[N:8]1[CH:9]2[CH2:10][CH:11]2[CH2:12][CH:13]1[CH2:14][NH2:15].[c:16]1([C:26](=[O:27])[OH:28])[n:17][cH:18][cH:19][c:20]2[cH:21][cH:22][cH:23][cH:24][c:25]12>>[C:1]([CH3:2])([CH3:3])([CH3:4])[O:5][C:6](=[O:7])[N:8]1[CH:9]2[CH2:10][CH:11]2[CH2:12][CH:13]1[CH2:14][NH:15][C:26]([c:16]1[n:17][cH:18][cH:19][c:20]2[cH:21][cH:22][cH:23][cH:24][c:25]12)=[O:27]. Product: OCCNC(C1=CC=C(C=C1)N)=O (p-Aminobenzoic acid β-hydroxyethylamide). Reactants: NC1=CC=C(C(=O)OCC)C=C1 (ethyl p-aminobenzoate), C(O)CN (ethanolamine). Procedure details: 165.2 parts of ethyl p-aminobenzoate are dissolved in 150 parts of ethanolamine and ethanol is then distilled off at 160° C. The volatile constituents are subsequently stripped off in vacuo and the resulting residue is recrystallised from isopropanol. p-Aminobenzoic acid β-hydroxyethylamide of melting point 116° C. is obtained. The solvent is C(C)O (ethanol). RXN SMILES: [NH2:1][C:2]1[CH:12]=[CH:11][C:5]([C:6]([O:8]CC)=O)=[CH:4][CH:3]=1.[CH2:13]([CH2:15][NH2:16])[OH:14]>C(O)C>[OH:14][CH2:13][CH2:15][NH:16][C:6](=[O:8])[C:5]1[CH:4]=[CH:3][C:2]([NH2:1])=[CH:12][CH:11]=1.